Dataset: the Open Reaction Database (ORD), a public repository of structured organic reaction records. Task: describe an organic reaction: reactants, conditions, products, and yield Reactants: COc1ccc(C=O)cc1OCc1ccccc1, C1CCOC1, CCC(C)=O, Cl, [Na+], O=C([O-])O. The product is COc1ccc(C=C(C)C(C)=O)cc1OCc1ccccc1. Reaction SMILES: [CH2:1]([c:2]1[cH:3][cH:4][cH:5][cH:6][cH:7]1)[O:8][c:9]1[cH:10][c:11]([CH:12]=[O:13])[cH:14][cH:15][c:16]1[O:17][CH3:18].[CH2:30]1[O:31][CH2:32][CH2:33][CH2:34]1.[CH3:19][C:20]([CH2:21][CH3:22])=[O:23].[ClH:24].[Na+:29].[O-:25][C:26]([OH:27])=[O:28]>>[CH2:1]([c:2]1[cH:3][cH:4][cH:5][cH:6][cH:7]1)[O:8][c:9]1[cH:10][c:11]([CH:12]=[C:21]([C:20]([CH3:19])=[O:23])[CH3:22])[cH:14][cH:15][c:16]1[O:17][CH3:18]. Starting materials: CC(=O)O, CCOC(=O)c1[nH]ccc1N, CO, O=Cc1c[nH]c2ccccc12. Product: CCOC(=O)c1[nH]ccc1NCc1c[nH]c2ccccc12. Reaction SMILES: [C:23]([OH:24])(=[O:25])[CH3:26].[CH2:1]([CH3:2])[O:3][C:4](=[O:5])[c:6]1[nH:7][cH:8][cH:9][c:10]1[NH2:11].[CH3:27][OH:28].[nH:12]1[cH:13][c:14]([CH:21]=[O:22])[c:15]2[cH:16][cH:17][cH:18][cH:19][c:20]12>>[CH2:1]([CH3:2])[O:3][C:4](=[O:5])[c:6]1[nH:7][cH:8][cH:9][c:10]1[NH:11][CH2:21][c:14]1[cH:13][nH:12][c:20]2[c:15]1[cH:16][cH:17][cH:18][cH:19]2. Reactants: COc1cc(OC)cc(C(O)c2ccc(OC)c(O[Si](C)(C)C(C)(C)C)c2)c1, ClCCl. The product is COc1cc(OC)cc(C(=O)c2ccc(OC)c(O[Si](C)(C)C(C)(C)C)c2)c1. RXN SMILES: [C:1]([CH3:2])([CH3:3])([CH3:4])[Si:5]([O:6][c:7]1[cH:8][c:9]([CH:15]([OH:16])[c:17]2[cH:18][c:19]([O:25][CH3:26])[cH:20][c:21]([O:23][CH3:24])[cH:22]2)[cH:10][cH:11][c:12]1[O:13][CH3:14])([CH3:27])[CH3:28].[Cl:29][CH2:30][Cl:31]>>[C:1]([CH3:2])([CH3:3])([CH3:4])[Si:5]([O:6][c:7]1[cH:8][c:9]([C:15](=[O:16])[c:17]2[cH:18][c:19]([O:25][CH3:26])[cH:20][c:21]([O:23][CH3:24])[cH:22]2)[cH:10][cH:11][c:12]1[O:13][CH3:14])([CH3:27])[CH3:28]. Reactants: B, C=CCC1(c2ccc(F)cc2)CCN(C(C)c2cccc(F)c2)C(=O)O1, C1CCOC1, C1CCOC1, Cl, [Na+], [OH-], O, OO. The product is CC(c1cccc(F)c1)N1CCC(CCCO)(c2ccc(F)cc2)OC1=O. As a reaction SMILES: [BH3:27].[CH2:1]([CH:2]=[CH2:3])[C:4]1([c:20]2[cH:21][cH:22][c:23]([F:26])[cH:24][cH:25]2)[CH2:5][CH2:6][N:7]([CH:11]([CH3:12])[c:13]2[cH:14][c:15]([F:19])[cH:16][cH:17][cH:18]2)[C:8](=[O:10])[O:9]1.[CH2:28]1[CH2:31][CH2:30][CH2:29][O:32]1.[CH2:38]1[O:39][CH2:40][CH2:41][CH2:42]1.[ClH:37].[Na+:34].[OH-:33].[OH2:43].[OH:35][OH:36]>>[CH2:1]([CH2:2][CH2:3][OH:32])[C:4]1([c:20]2[cH:21][cH:22][c:23]([F:26])[cH:24][cH:25]2)[CH2:5][CH2:6][N:7]([CH:11]([CH3:12])[c:13]2[cH:14][c:15]([F:19])[cH:16][cH:17][cH:18]2)[C:8](=[O:10])[O:9]1. Starting materials: COC=1C=C2C(=CC=NC2=CC1OC)OC1=CC=C(N)C=C1 (4-[(6,7-Dimethoxy-4-quinolyl)oxy]aniline), ClC(Cl)(OC(OC(Cl)(Cl)Cl)=O)Cl (triphosgene), C([O-])(O)=O.[Na+] (sodium bicarbonate), COC=1C=C(C=CC1)CO ((3-methoxyphenyl)methanol). The yield is 85.6%. Product: COC=1C=C2C(=CC=NC2=CC1OC)OC1=CC=C(C=C1)NC(OCC1=CC(=CC=C1)OC)=O (3-Methoxybenzyl N-{4-[(6,7-dimethoxy-4-quinolyl)oxy]phenyl}carbamate). Run in C(C)N(CC)CC (triethylamine), C1(=CC=CC=C1)C (toluene), C(Cl)Cl (methylene chloride). Reported procedure: 4-[(6,7-Dimethoxy-4-quinolyl)oxy]aniline (100 mg) was added to toluene (10 ml) and triethylamine (1 ml), and the mixture was heated under reflux to prepare a solution. A solution of triphosgene (151 mg) in methylene chloride was then added thereto, and the mixture was heated under reflux for 10 min. Next, (3-methoxyphenyl)methanol (71 mg) was added thereto, and the mixture was further stirred with heating under reflux for 3 hr. A saturated aqueous sodium bicarbonate solution was added to stop th... Reaction SMILES: [CH3:1][O:2][C:3]1[CH:4]=[C:5]2[C:10](=[CH:11][C:12]=1[O:13][CH3:14])[N:9]=[CH:8][CH:7]=[C:6]2[O:15][C:16]1[CH:22]=[CH:21][C:19]([NH2:20])=[CH:18][CH:17]=1.ClC(Cl)(O[C:27](=[O:33])[O:28][C:29](Cl)(Cl)Cl)Cl.[CH3:35][O:36][C:37]1[CH:38]=[C:39](CO)[CH:40]=[CH:41][CH:42]=1.C(=O)(O)[O-].[Na+]>C(Cl)Cl.C(N(CC)CC)C.C1(C)C=CC=CC=1>[CH3:1][O:2][C:3]1[CH:4]=[C:5]2[C:10](=[CH:11][C:12]=1[O:13][CH3:14])[N:9]=[CH:8][CH:7]=[C:6]2[O:15][C:16]1[CH:22]=[CH:21][C:19]([NH:20][C:27](=[O:33])[O:28][CH2:29][C:41]2[CH:40]=[CH:39][CH:38]=[C:37]([O:36][CH3:35])[CH:42]=2)=[CH:18][CH:17]=1 |f:3.4|.